This data is from the Open Reaction Database (ORD), a public repository of structured organic reaction records. The task is: describe an organic reaction: reactants, conditions, products, and yield The reactants are COc1cc([N+](=O)[O-])ccc1OCCBr, CC1CCNCC1, CO, ClCCl. Product: COc1cc([N+](=O)[O-])ccc1OCCN1CCC(C)CC1. As a reaction SMILES: [Br:1][CH2:2][CH2:3][O:4][c:5]1[c:6]([O:14][CH3:15])[cH:7][c:8]([N+:11](=[O:12])[O-:13])[cH:9][cH:10]1.[CH3:16][CH:17]1[CH2:18][CH2:19][NH:20][CH2:21][CH2:22]1.[CH3:23][OH:24].[Cl:25][CH2:26][Cl:27]>>[CH2:2]([CH2:3][O:4][c:5]1[c:6]([O:14][CH3:15])[cH:7][c:8]([N+:11](=[O:12])[O-:13])[cH:9][cH:10]1)[N:20]1[CH2:19][CH2:18][CH:17]([CH3:16])[CH2:22][CH2:21]1. Starting materials: CC1=NOC(=C1)C1=NN=C2N1N=C(C1=CC=CC=C21)OCC2=NC=CC=C2 (3-(3-Methylisoxazol-5-yl)-6-(2-pyridyl)methyloxy-1,2,4-triazolo[3,4-a]phthalazine), CC1=CC=CC(=N1)CO (6-methyl-2-pyridylcarbinol). Yields the product CC1=NOC(=C1)C1=NN=C2N1N=C(C1=CC=CC=C21)OCC2=NC(=CC=C2)C (3-(3-Methylisoxazol-5-yl)-6-(6-methylpyridin-2-yl)methyloxy-1,2,4-triazolo[3,4-a]phthalazine). Reaction SMILES: [CH3:1][C:2]1[CH:6]=[C:5]([C:7]2[N:11]3[N:12]=[C:13]([O:20][CH2:21][C:22]4[CH:27]=[CH:26][CH:25]=[CH:24][N:23]=4)[C:14]4[C:19]([C:10]3=[N:9][N:8]=2)=[CH:18][CH:17]=[CH:16][CH:15]=4)[O:4][N:3]=1.[CH3:28]C1N=C(CO)C=CC=1>>[CH3:1][C:2]1[CH:6]=[C:5]([C:7]2[N:11]3[N:12]=[C:13]([O:20][CH2:21][C:22]4[CH:27]=[CH:26][CH:25]=[C:24]([CH3:28])[N:23]=4)[C:14]4[C:19]([C:10]3=[N:9][N:8]=2)=[CH:18][CH:17]=[CH:16][CH:15]=4)[O:4][N:3]=1. Procedure: The title-compound was prepared from the product of Example 120, step a, and 6-methyl-2-pyridylcarbinol using the procedure given for Example 1, 1H NMR (360 MHz, CDCl3) δ 2.48 (3H, s, CH3), 2.64 (3H, s, CH3), 5.74 (2H, s, CH2), 7.07 (1H, s, Ar—H), 7.18 (1H, d, J=7.7 Hz, Ar—H), 7.44 (1H, d, J=7.6 Hz, Ar—H), 7.69 (1H, t, J=7.7 Hz, Ar—H), 7.85 (1H, m, Ar—H), 7.99 (1H, m, Ar—H), 8.35 (1H, d, J=8.6 Hz, Ar—H), 8.71 (1H, d, Ar—H); MS (ES+) m/e 373 [MH]+. Reaction SMILES: [CH3:35][N:36]([c:37]1[cH:38][cH:39][n:40][cH:41][cH:42]1)[CH3:43].[F:20][C:21]([O:22][c:23]1[c:24]([C:25](=[O:26])[Cl:27])[cH:28][cH:29][cH:30][cH:31]1)([F:32])[F:33].[O:1]1[CH2:2][CH2:3][CH:4]([C:7](=[O:8])[c:9]2[c:10](-[c:15]3[o:16][cH:17][cH:18][cH:19]3)[n:11][c:12]([NH2:14])[s:13]2)[CH2:5][CH2:6]1.[OH2:34].[cH:44]1[cH:45][cH:46][n:47][cH:48][cH:49]1>>[O:1]1[CH2:2][CH2:3][CH:4]([C:7](=[O:8])[c:9]2[c:10](-[c:15]3[o:16][cH:17][cH:18][cH:19]3)[n:11][c:12]([NH:14][C:25]([c:24]3[c:23]([O:22][C:21]([F:20])([F:32])[F:33])[cH:31][cH:30][cH:29][cH:28]3)=[O:26])[s:13]2)[CH2:5][CH2:6]1. Yields the product O=C(Nc1nc(-c2ccco2)c(C(=O)C2CCOCC2)s1)c1ccccc1OC(F)(F)F. Reactants: CN(C)c1ccncc1, O=C(Cl)c1ccccc1OC(F)(F)F, Nc1nc(-c2ccco2)c(C(=O)C2CCOCC2)s1, O, c1ccncc1. The reactants are O.ClC1=C(C=C(C(=C1)O)Cl)C(=O)C=O (2,5-dichloro-4-hydroxyphenylglyoxal hydrate), NC(CCN1C=NC2=C1C=CC=C2)(C)C (1-(3-amino-3-methylbutyl)-benzimidazole), alcohol, [BH4-].[Na+] (sodium borohydride), [BH4-].[Na+] (sodium borohydride). The solvent is CO (methanol). Run at time 3 hour. Product: Cl.Cl.ClC1=C(C=C(C(=C1)O)Cl)C(CNC(C)(CCN1C=NC2=C1C=CC=C2)C)O (1-(2,5-Dichloro-4-hydroxy-phenyl)-2-[4-(1-benzimidazolyl)-2-methyl-2-butylamino]-ethanol dihydrochloride). Isolated yield 50.4%. Reaction SMILES: O.[Cl:2][C:3]1[CH:8]=[C:7]([OH:9])[C:6]([Cl:10])=[CH:5][C:4]=1[C:11]([CH:13]=O)=[O:12].[NH2:15][C:16]([CH3:29])([CH3:28])[CH2:17][CH2:18][N:19]1[C:23]2[CH:24]=[CH:25][CH:26]=[CH:27][C:22]=2[N:21]=[CH:20]1.[BH4-].[Na+]>CO>[ClH:2].[ClH:2].[Cl:2][C:3]1[CH:8]=[C:7]([OH:9])[C:6]([Cl:10])=[CH:5][C:4]=1[CH:11]([OH:12])[CH2:13][NH:15][C:16]([CH3:29])([CH2:17][CH2:18][N:19]1[C:23]2[CH:24]=[CH:25][CH:26]=[CH:27][C:22]=2[N:21]=[CH:20]1)[CH3:28] |f:0.1,3.4,6.7.8|. Procedure: A mixture of 9.3 gm of 2,5-dichloro-4-hydroxyphenylglyoxal hydrate, 7.25 gm of 1-(3-amino-3-methylbutyl)-benzimidazole and 100 ml of alcohol was stirred for 3 hours at 40°-45° C. The resulting solution was subsequently cooled, admixed in portions with 8 gm of sodium borohydride, and the mixture was stirred for 3 hours at room temperature. After the addition of 100 ml of methanol for decomposition of the sodium borohydride, the mixture was allowed to stand for 10 hours, the solvent was distilled ... The reactants are C(=O)([O-])[O-].[K+].[K+] (K2CO3), C1=C(C=CC2=CC=CC=C12)CBr (naphthalen-2-yl-methyl-bromide), C(=O)(OC(C)(C)C)N1C=NC2=C1C=CC(=C2)NCC2=CC=C(C=C2)OC (N1-Boc-N-(4-methoxybenzyl)benzimidazol-5-amine). Solvent: O (water), CN(C)C=O (DMF). Run at time 24 hour. Yields the product COC1=CC=C(CN(C2=CC3=C(N=CN3)C=C2)CC2=CC3=CC=CC=C3C=C2)C=C1 (N-(4-Methoxybenzyl)-N-((naphthalen-2-yl)methyl)-3H-benzo[d]imidazol-5-amine). As a reaction SMILES: C([N:8]1[C:12]2[CH:13]=[CH:14][C:15]([NH:17][CH2:18][C:19]3[CH:24]=[CH:23][C:22]([O:25][CH3:26])=[CH:21][CH:20]=3)=[CH:16][C:11]=2[N:10]=[CH:9]1)(OC(C)(C)C)=O.C([O-])([O-])=O.[K+].[K+].[CH:33]1[C:42]2[C:37](=[CH:38][CH:39]=[CH:40][CH:41]=2)[CH:36]=[CH:35][C:34]=1[CH2:43]Br>CN(C=O)C.O>[CH3:26][O:25][C:22]1[CH:21]=[CH:20][C:19]([CH2:18][N:17]([CH2:43][C:34]2[CH:35]=[CH:36][C:37]3[C:42](=[CH:41][CH:40]=[CH:39][CH:38]=3)[CH:33]=2)[C:15]2[CH:14]=[CH:13][C:12]3[N:8]=[CH:9][NH:10][C:11]=3[CH:16]=2)=[CH:24][CH:23]=1 |f:1.2.3|. Procedure details: N1-Boc-N-(4-methoxybenzyl)benzimidazol-5-amine (353 mg; 1 mmol; 1 eq.) was dissolved in DMF (5 ml), treated with K2CO3 (166 mg; 1.2 mmol; 1.2 eq.) and naphthalen-2-yl-methyl-bromide (265 mg; 1.2 mmol; 1.2 eq.) and stirred at room temperature for 24 h. The mixture was diluted with water and extracted with ethyl acetate (3×25 ml). The combined organic layers were dried over Na2SO4 and evaporated. The remains were taken up with THF (5 ml), treated with 5 N NaOCH3 and stirred for 2 h at room tempera...